describe an organic reaction: reactants, conditions, products, and yield From a dataset of the Open Reaction Database (ORD), a public repository of structured organic reaction records. The reactants are CP(OCC(C)C)[O-] (isobutyl methanephosphonite), CC(=O)OC(C=C)C#N (acrolein cyanohydrin acetate). Reaction conditions: temperature 80 celsius, time 5 minute. The product is C(C)(=O)OC(CCP(OCC(C)C)(=O)C)C#N (isobutyl (3-acetoxy-3-cyanopropyl)methylphosphinate). Yield: 100.9%. As a reaction SMILES: [CH3:1][P:2]([O-:8])[O:3][CH2:4][CH:5]([CH3:7])[CH3:6].[CH3:9][C:10]([O:12][CH:13]([C:16]#[N:17])[CH:14]=[CH2:15])=[O:11]>>[C:10]([O:12][CH:13]([C:16]#[N:17])[CH2:14][CH2:15][P:2]([CH3:1])(=[O:8])[O:3][CH2:4][CH:5]([CH3:7])[CH3:6])(=[O:11])[CH3:9]. Procedure: 208 g of isobutyl methanephosphonite are heated to 80° C. under nitrogen. 0.5 g of tert.-butyl perpivalate is added to the hot reaction solution, and 63.9 g of acrolein cyanohydrin acetate and 2.5 g of tert.-butyl perpivalate are added dropwise within 2.3 hours. The mixture is stirred at 80° C. for 5 min, and 133.9 g of isobutyl methanephosphonite are distilled out under high vacuum (recovery: 91.3%; purity: 97%). 134.6 g of isobutyl (3-acetoxy-3-cyanopropyl)methylphosphinate (yield: 97.8%, puri... Starting materials: C1(=CC=CC=C1)C1=NN2C(C=C(C=C2N)C2=CC=NC=C2)=N1 (2-phenyl-7-pyridin-4-yl-[1,2,4]triazolo[1,5-a]pyridin-5-ylamine), ClC1=C(C=CC(=C1)Cl)CC(=O)Cl (2,4-dichlorophenylacetyl chloride). The product is ClC1=C(C=CC(=C1)Cl)CC(=O)NC1=CC(=CC=2N1N=C(N2)C2=CC=CC=C2)C2=CC=NC=C2 (2-(2,4-Dichloro-phenyl)-N-(2-phenyl-7-pyridin-4-yl-[1,2,4]triazolo[1,5-a]pyridin-5-yl)-acetamide). Reaction SMILES: [C:1]1([C:7]2[N:22]=[C:10]3[CH:11]=[C:12]([C:16]4[CH:21]=[CH:20][N:19]=[CH:18][CH:17]=4)[CH:13]=[C:14]([NH2:15])[N:9]3[N:8]=2)[CH:6]=[CH:5][CH:4]=[CH:3][CH:2]=1.[Cl:23][C:24]1[CH:29]=[C:28]([Cl:30])[CH:27]=[CH:26][C:25]=1[CH2:31][C:32](Cl)=[O:33]>>[Cl:23][C:24]1[CH:29]=[C:28]([Cl:30])[CH:27]=[CH:26][C:25]=1[CH2:31][C:32]([NH:15][C:14]1[N:9]2[N:8]=[C:7]([C:1]3[CH:2]=[CH:3][CH:4]=[CH:5][CH:6]=3)[N:22]=[C:10]2[CH:11]=[C:12]([C:16]2[CH:21]=[CH:20][N:19]=[CH:18][CH:17]=2)[CH:13]=1)=[O:33]. Reported procedure: The title compound, MS m/e (%): 474 (M+H+, 100), was prepared in accordance with the general method of example 31 from 2-phenyl-7-pyridin-4-yl-[1,2,4]triazolo[1,5-a]pyridin-5-ylamine and 2,4-dichlorophenylacetyl chloride. The reactants are O=C([O-])[O-], CO, CCOC(C)=O, O=Cc1ccccc1, [K+], [K+], CC(=O)c1ccc(CCCN2CCCC2)cc1, O. Product: O=C(C=Cc1ccccc1)c1ccc(CCCN2CCCC2)cc1. As a reaction SMILES: [C:26](=[O:27])([O-:28])[O-:29].[CH3:32][OH:33].[CH3:35][CH2:36][O:37][C:38](=[O:39])[CH3:40].[CH:18](=[O:19])[c:20]1[cH:21][cH:22][cH:23][cH:24][cH:25]1.[K+:30].[K+:31].[N:1]1([CH2:6][CH2:7][CH2:8][c:9]2[cH:10][cH:11][c:12]([C:15]([CH3:16])=[O:17])[cH:13][cH:14]2)[CH2:2][CH2:3][CH2:4][CH2:5]1.[OH2:34]>>[N:1]1([CH2:6][CH2:7][CH2:8][c:9]2[cH:10][cH:11][c:12]([C:15]([CH:16]=[CH:18][c:20]3[cH:21][cH:22][cH:23][cH:24][cH:25]3)=[O:17])[cH:13][cH:14]2)[CH2:2][CH2:3][CH2:4][CH2:5]1. The reactants are [Cl-].[NH4+] (ammonium chloride), C1(CCCCC1)C(C=1SC2=C(C1C)C=CC=C2)NC=2C=CC(=NC2)C(=O)O (5-{[cyclohexyl(3-methyl-1-benzothiophen-2-yl)methyl]amino}pyridine-2-carboxylic acid), Cl.C(C)N=C=NCCCN(C)C (1-ethyl-3-(3-dimethylaminopropyl)carbodiimide hydrochloride), Cl.C(C)OC(CCN)=O (β-alanine ethyl ester hydrochloride), O.ON1N=NC2=C1C=CC=C2 (1-hydroxybenzotriazole monohydrate). The solvent is C(C)N(CC)CC (triethylamine), CN(C=O)C (N,N-dimethylformamide). Reaction conditions: time 8 hour. Yields the product C1(CCCCC1)C(C=1SC2=C(C1C)C=CC=C2)NC=2C=CC(=NC2)C(=O)NCCC(=O)OCC (ethyl 3-{[(5-{[cyclohexyl(3-methyl-1-benzothiophen-2-yl)methyl]amino}pyridin-2-yl)carbonyl]amino}propanoate). Yield: 88.0%. Reaction SMILES: [CH:1]1([CH:7]([NH:18][C:19]2[CH:20]=[CH:21][C:22]([C:25]([OH:27])=O)=[N:23][CH:24]=2)[C:8]2[S:9][C:10]3[CH:17]=[CH:16][CH:15]=[CH:14][C:11]=3[C:12]=2[CH3:13])[CH2:6][CH2:5][CH2:4][CH2:3][CH2:2]1.Cl.[CH2:29]([O:31][C:32](=[O:36])[CH2:33][CH2:34][NH2:35])[CH3:30].O.ON1C2C=CC=CC=2N=N1.Cl.C(N=C=NCCCN(C)C)C.[Cl-].[NH4+]>CN(C)C=O.C(N(CC)CC)C>[CH:1]1([CH:7]([NH:18][C:19]2[CH:20]=[CH:21][C:22]([C:25]([NH:35][CH2:34][CH2:33][C:32]([O:31][CH2:29][CH3:30])=[O:36])=[O:27])=[N:23][CH:24]=2)[C:8]2[S:9][C:10]3[CH:17]=[CH:16][CH:15]=[CH:14][C:11]=3[C:12]=2[CH3:13])[CH2:2][CH2:3][CH2:4][CH2:5][CH2:6]1 |f:1.2,3.4,5.6,7.8|. Reported procedure: To a mixture of 5-{[cyclohexyl(3-methyl-1-benzothiophen-2-yl)methyl]amino}pyridine-2-carboxylic acid (247 mg) synthesized in Example A59(2), β-alanine ethyl ester hydrochloride (149 mg), 1-hydroxybenzotriazole monohydrate (149 mg), triethylamine (270 μL) and N,N-dimethylformamide (10 mL) was added 1-ethyl-3-(3-dimethylaminopropyl)carbodiimide hydrochloride (186 mg), and the mixture was stirred at room temperature overnight. Saturated aqueous ammonium chloride solution was added to quench the rea... Reactants: C(C)(C)(C)OC(=O)N1C(C=C(CC1)C=1SC2=C(N1)C(=CC=C2)C)C (1-(t-Butyloxycarbonyl)-4-(4-methylbenzothiazol-2-yl)-2-methyl-1,2,5,6-tetrahydropyridine), O1[C@@H](C1)COC1=CC=CC=2OC=CC21 ((S)-(+)-4-(oxiranylmethoxy)benzo[b]furan), CO (methanol). The product is C(C(=O)O)(=O)O.O1C2=C(C=C1)C(=CC=C2)OC[C@H](CN2[C@H](C[C@@H](CC2)C=2SC1=C(N2)C(=CC=C1)C)C)O (trans-(2S)-1-(4-Benzo[b]furanoxy)-3-(2-methyl-4-(4-methylbenzothiazol-2-yl)piperidin-1-yl)-2-propanol Oxalate). RXN SMILES: C([O:5][C:6]([N:8]1[CH2:13][CH2:12][C:11]([C:14]2[S:15][C:16]3[CH:22]=[CH:21][CH:20]=[C:19]([CH3:23])[C:17]=3[N:18]=2)=[CH:10][CH:9]1[CH3:24])=[O:7])(C)(C)C.[O:25]1[CH2:27][C@H:26]1[CH2:28][O:29][C:30]1[C:38]2[CH:37]=[CH:36][O:35][C:34]=2[CH:33]=[CH:32][CH:31]=1.C[OH:40]>>[C:36]([OH:35])(=[O:40])[C:6]([OH:5])=[O:7].[O:35]1[CH:36]=[CH:37][C:38]2[C:30]([O:29][CH2:28][C@@H:26]([OH:25])[CH2:27][N:8]3[CH2:13][CH2:12][C@@H:11]([C:14]4[S:15][C:16]5[CH:22]=[CH:21][CH:20]=[C:19]([CH3:23])[C:17]=5[N:18]=4)[CH2:10][C@@H:9]3[CH3:24])=[CH:31][CH:32]=[CH:33][C:34]1=2 |f:3.4|. Procedure details: A solution of trans-4-(4-methylbenzothiazol-2-yl)-2-methylpiperidine (0.061 g, 0.248 mmol, prepared in example 24) and (S)-(+)-4-(oxiranylmethoxy)benzo[b]furan (0.047 g, 0.248 mmol) in methanol (3 mL) was heated at reflux for 18 hours and then cooled and evaporated. The residue was purified using silica gel chromatography (dichloromethane/2% methanol/0.2% ammonium hydroxide in dichloromethane gradient elution) to give the free bases of the title compounds as two separate yellow oils. The oxalate... Starting materials: [OH-].[Na+] (sodium hydroxide), C(C)OC(CN(C(=O)NN1C(=O)NC(=O)C(C)=C1)CCNC(=O)OC(C)(C)C)=O (N-(2-t-Butyloxycarbonylaminoethyl)-N-(thymin-1-yl-amino-carbonyl)glycine ethyl ester), Cl (HCl). Run in C(C)O (ethanol). Run at time 6 hour. The product is C(C)(C)(C)OC(=O)NCCN(CC(=O)O)C(=O)NN1C(=O)NC(=O)C(C)=C1 (N-(2-t-Butyloxycarbonylaminoethyl)-N-(thymin-1-yl-amino-carbonyl)glycine). RXN SMILES: C([O:3][C:4](=[O:29])[CH2:5][N:6]([CH2:19][CH2:20][NH:21][C:22]([O:24][C:25]([CH3:28])([CH3:27])[CH3:26])=[O:23])[C:7]([NH:9][N:10]1[CH:18]=[C:16]([CH3:17])[C:14](=[O:15])[NH:13][C:11]1=[O:12])=[O:8])C.[OH-].[Na+].Cl>C(O)C>[C:25]([O:24][C:22]([NH:21][CH2:20][CH2:19][N:6]([C:7]([NH:9][N:10]1[CH:18]=[C:16]([CH3:17])[C:14](=[O:15])[NH:13][C:11]1=[O:12])=[O:8])[CH2:5][C:4]([OH:29])=[O:3])=[O:23])([CH3:28])([CH3:26])[CH3:27] |f:1.2|. Reported procedure: The product from Example 6, 9, is dissolved in ethanol (500 mL) and 2M sodium hydroxide (50 mL) is added. The reaction is stirred for 6 hours, then neutralized with 50 mL of 2M HCl solution, and evaporated to remove the ethanol. The residue is dissolved in dichloromethane (250 mL) and is extracted with water (2×50 mL), dried, filtered, and evaporated to a solid. The reactants are C(C#CC)OC1=CC=C(C=C1)C[C@@H](C(=O)OC)NC(=O)[C@H]([C@@](C(=O)OC(C)(C)C)(O)CCF)\C=C\CCCCCCC1(OCCO1)CCCCCCC (tert-Butyl (E)-(2S,3S)-3-[(S)-2-(4-but-2-ynyloxy-phenyl)-1-methoxycarbonyl-ethylcarbamoyl]-2-(2-fluoro-ethyl)-11-(2-heptyl-[1,3]dioxolan-2-yl)-2-hydroxy-undec-4-enoate), C(C)(=O)OCC (ethyl acetate), O (water), O (water), S(O)(O)(=O)=O (sulfuric acid). The solvent is C(C)#N (acetonitrile). Reaction conditions: time 26 hour. The product is C(C#CC)OC1=CC=C(C=C1)C[C@@H](C(=O)OC)NC(=O)[C@H]([C@@](C(=O)O)(O)CCF)\C=C\CCCCCCC(CCCCCCC)=O ((E)-(2S,3S)-3-[(S)-2-(4-But-2-ynyloxy-phenyl)-1-methoxycarbonyl-ethylcarbamoyl]-2-(2-fluoro-ethyl)-2-hydroxy-12-oxo-nonadec-4-enoic acid). The yield is 12.6%. Reaction SMILES: [CH2:1]([O:5][C:6]1[CH:11]=[CH:10][C:9]([CH2:12][C@H:13]([NH:18][C:19]([C@@H:21](/[CH:34]=[CH:35]/[CH2:36][CH2:37][CH2:38][CH2:39][CH2:40][CH2:41][C:42]2([CH2:47][CH2:48][CH2:49][CH2:50][CH2:51][CH2:52][CH3:53])OCC[O:43]2)[C@:22]([CH2:31][CH2:32][F:33])([OH:30])[C:23]([O:25]C(C)(C)C)=[O:24])=[O:20])[C:14]([O:16][CH3:17])=[O:15])=[CH:8][CH:7]=1)[C:2]#[C:3][CH3:4].O.S(=O)(=O)(O)O.C(OCC)(=O)C>C(#N)C>[CH2:1]([O:5][C:6]1[CH:7]=[CH:8][C:9]([CH2:12][C@H:13]([NH:18][C:19]([C@@H:21](/[CH:34]=[CH:35]/[CH2:36][CH2:37][CH2:38][CH2:39][CH2:40][CH2:41][C:42](=[O:43])[CH2:47][CH2:48][CH2:49][CH2:50][CH2:51][CH2:52][CH3:53])[C@:22]([CH2:31][CH2:32][F:33])([OH:30])[C:23]([OH:25])=[O:24])=[O:20])[C:14]([O:16][CH3:17])=[O:15])=[CH:10][CH:11]=1)[C:2]#[C:3][CH3:4]. Reported procedure: tert-Butyl (E)-(2S,3S)-3-[(S)-2-(4-but-2-ynyloxy-phenyl)-1-methoxycarbonyl-ethylcarbamoyl]-2-(2-fluoro-ethyl)-11-(2-heptyl-[1,3]dioxolan-2-yl)-2-hydroxy-undec-4-enoate (21.0 mg, 0.0282 mmol) was dissolved in acetonitrile (1.0 mL), and water (0.01 mL, 0.556 mmol) and sulfuric acid (0.005 mL, 0.0938 mmol) were then added at room temperature. After stirring for 26 hours, ethyl acetate (10 mL) and water (10 mL) were added and the mixture was separated. The ethyl acetate layer was washed with a satur...